This data is from the Open Reaction Database (ORD), a public repository of structured organic reaction records. The task is: describe an organic reaction: reactants, conditions, products, and yield Starting materials: COC(=O)C(C)(C)Nc1cccc(C2Nc3ccc(C#N)cc3CC2(C)C)c1, Cl, [Li+], C1CCOC1, [OH-], O. Yields the product CC(C)(Nc1cccc(C2Nc3ccc(C#N)cc3CC2(C)C)c1)C(=O)O. As a reaction SMILES: [CH3:1][O:2][C:3]([C:4]([CH3:5])([CH3:6])[NH:7][c:8]1[cH:9][c:10]([CH:14]2[NH:15][c:16]3[cH:17][cH:18][c:19]([C:26]#[N:27])[cH:20][c:21]3[CH2:22][C:23]2([CH3:24])[CH3:25])[cH:11][cH:12][cH:13]1)=[O:28].[ClH:29].[Li+:35].[O:30]1[CH2:31][CH2:32][CH2:33][CH2:34]1.[OH-:36].[OH2:37]>>[O:2]=[C:3]([C:4]([CH3:5])([CH3:6])[NH:7][c:8]1[cH:9][c:10]([CH:14]2[NH:15][c:16]3[cH:17][cH:18][c:19]([C:26]#[N:27])[cH:20][c:21]3[CH2:22][C:23]2([CH3:24])[CH3:25])[cH:11][cH:12][cH:13]1)[OH:28]. The reactants are C=CCn1c(=O)c2cnc(SC)nc2n1-c1ccccn1, Cc1ccccc1, CCN(C(C)C)C(C)C, O=C(OO)c1cccc(Cl)c1, CN1CCN(c2ccc(N)cc2CO)CC1, [Na+], C1CCOC1, O=C([O-])O. Yields the product C=CCn1c(=O)c2cnc(Nc3ccc(N4CCN(C)CC4)c(CO)c3)nc2n1-c1ccccn1. As a reaction SMILES: [CH2:12]([CH:13]=[CH2:14])[n:15]1[n:16](-[c:27]2[n:28][cH:29][cH:30][cH:31][cH:32]2)[c:17]2[n:18][c:19]([S:25][CH3:26])[n:20][cH:21][c:22]2[c:23]1=[O:24].[CH3:68][c:69]1[cH:70][cH:71][cH:72][cH:73][cH:74]1.[CH:33]([N:34]([CH2:35][CH3:36])[CH:37]([CH3:38])[CH3:39])([CH3:40])[CH3:41].[Cl:1][c:2]1[cH:3][cH:4][cH:5][c:6]([C:7]([O:8][OH:9])=[O:10])[cH:11]1.[NH2:42][c:43]1[cH:44][cH:45][c:46]([N:51]2[CH2:52][CH2:53][N:54]([CH3:57])[CH2:55][CH2:56]2)[c:47]([CH2:49][OH:50])[cH:48]1.[Na+:58].[O:63]1[CH2:64][CH2:65][CH2:66][CH2:67]1.[OH:59][C:60](=[O:61])[O-:62]>>[CH2:12]([CH:13]=[CH2:14])[n:15]1[n:16](-[c:27]2[n:28][cH:29][cH:30][cH:31][cH:32]2)[c:17]2[n:18][c:19]([NH:42][c:43]3[cH:44][cH:45][c:46]([N:51]4[CH2:52][CH2:53][N:54]([CH3:57])[CH2:55][CH2:56]4)[c:47]([CH2:49][OH:50])[cH:48]3)[n:20][cH:21][c:22]2[c:23]1=[O:24]. Reactants: NC1=C2NC(N(C2=NC(=N1)OCCCC)CCCCN(S(=O)(=O)C=1C=C(C=CC1)CC(=O)OC)C)=O (Methyl (3-{[[4-(6-amino-2-butoxy-8-oxo-7,8-dihydro-9H-purin-9-yl)butyl](methyl)amino]sulfonyl}phenyl)acetate), [OH-].[Li+] (lithium hydroxide), O1CCCC1 (tetrahydrofuran). The solvent is O (water). Product: NC1=C2NC(N(C2=NC(=N1)OCCCC)CCCCN(S(=O)(=O)C=1C=C(C=CC1)CC(=O)O)C)=O ((3-{[[4-(6-Amino-2-butoxy-8-oxo-7,8-dihydro-9H-purin-9-yl)butyl](methyl)amino]sulfonyl}phenyl)acetic acid), C(C)OCC.CCCC(C)C (diethyl ether isohexane). As a reaction SMILES: [NH2:1][C:2]1[N:10]=[C:9]([O:11][CH2:12][CH2:13][CH2:14][CH3:15])[N:8]=[C:7]2[C:3]=1[NH:4][C:5](=[O:36])[N:6]2[CH2:16][CH2:17][CH2:18][CH2:19][N:20]([CH3:35])[S:21]([C:24]1[CH:25]=[C:26]([CH2:30][C:31]([O:33]C)=[O:32])[CH:27]=[CH:28][CH:29]=1)(=[O:23])=[O:22].[OH-].[Li+].[O:39]1[CH2:43][CH2:42][CH2:41][CH2:40]1>O>[NH2:1][C:2]1[N:10]=[C:9]([O:11][CH2:12][CH2:13][CH2:14][CH3:15])[N:8]=[C:7]2[C:3]=1[NH:4][C:5](=[O:36])[N:6]2[CH2:16][CH2:17][CH2:18][CH2:19][N:20]([CH3:35])[S:21]([C:24]1[CH:25]=[C:26]([CH2:30][C:31]([OH:33])=[O:32])[CH:27]=[CH:28][CH:29]=1)(=[O:22])=[O:23].[CH2:40]([O:39][CH2:43][CH3:42])[CH3:41].[CH3:29][CH2:24][CH2:25][CH:26]([CH3:30])[CH3:27] |f:1.2,6.7|. Reported procedure: The compound obtained in Example 2-17 (100 mg) and lithium hydroxide (20 mg) were added to tetrahydrofuran (4 ml) and water (2 ml), followed by conducting a reaction by the same manner to Example 2-12, the titled compound was obtained as a white solid from diethyl ether/isohexane. Yield: 43 mg (64%); mp 171-172° C., MS APC +ve 507 (M+H). Yield: 85.0%. The product is C(C1=CC=CC=C1)OC1=CC(=C(C2=CC=CC=C12)I)N(CCCC=C)C(=O)OC(C)(C)C (4-(Benzyloxy)-N-(tert-butyloxycarbonyl)-1-iodo-N-(4-penten-1-yl)-2-naphthylamine). The reactants are C(C)(C)(C)OC(=O)NC1=C(C2=CC=CC=C2C(=C1)OCC1=CC=CC=C1)I (N-(tert-butyloxy-carbonyl)-4-(benzyloxy)-1-iodo-2-naphthylamine), [OH-].[Na+] (NaOH), CS(=O)(=O)OCCCC=C (5-[(methanesulfonyl) oxy]-1-pentene). The reagents and catalysts are [Cl-].C(C1=CC=CC=C1)[N+](CCCC)(CCCC)CCCC (Benzyltributylammonium chloride). As a reaction SMILES: [C:1]([O:5][C:6]([NH:8][C:9]1[CH:18]=[C:17]([O:19][CH2:20][C:21]2[CH:26]=[CH:25][CH:24]=[CH:23][CH:22]=2)[C:16]2[C:11](=[CH:12][CH:13]=[CH:14][CH:15]=2)[C:10]=1[I:27])=[O:7])([CH3:4])([CH3:3])[CH3:2].[OH-].[Na+].CS(O[CH2:35][CH2:36][CH2:37][CH:38]=[CH2:39])(=O)=O>C1C=CC=CC=1.[Cl-].C([N+](CCCC)(CCCC)CCCC)C1C=CC=CC=1>[CH2:20]([O:19][C:17]1[C:16]2[C:11](=[CH:12][CH:13]=[CH:14][CH:15]=2)[C:10]([I:27])=[C:9]([N:8]([C:6]([O:5][C:1]([CH3:4])([CH3:2])[CH3:3])=[O:7])[CH2:39][CH2:38][CH2:37][CH:36]=[CH2:35])[CH:18]=1)[C:21]1[CH:26]=[CH:25][CH:24]=[CH:23][CH:22]=1 |f:1.2,5.6|. Reaction conditions: temperature 25 celsius, time 12 hour. The solvent is C1=CC=CC=C1 (benzene). Procedure: A solution of 80 (1.00 g, 2.11 mmol, 1 equiv) in benzene (100 mL) was treated with 50% w/v aqueous NaOH (20 mL). Benzyltributylammonium chloride (1.32 g, 4.22 mmol, 2 equiv) was added followed by 5-[(methanesulfonyl) oxy]-1-pentene (1.73 g, 10.53 mmol, 5 equiv). The resulting biphasic mixture was stirred vigorously at 25° C. for 12 h. The layers were allowed to separate and the aqueous portion was extracted with EtOAc (2×30 mL). The combined organic portions were washed with H2O (2×100 mL) and s... Reactants: CC(C)(C)OCl, COC(=O)C1CC2c3cccc4[nH]c(CN5CCOCC5)c(c34)CC2N(CC2CC2)C1. Yields the product COC(=O)C1CC2c3cccc4[nH]c(C=O)c(c34)CC2N(CC2CC2)C1. Reaction SMILES: [C:32]([CH3:34])([CH3:35])([O:36][Cl:33])[CH3:37].[CH3:1][O:2][C:3](=[O:4])[CH:5]1[CH2:6][N:7]([CH2:28][CH:29]2[CH2:30][CH2:31]2)[CH:8]2[CH2:9][c:10]3[c:11]([CH2:21][N:22]4[CH2:23][CH2:24][O:25][CH2:26][CH2:27]4)[nH:12][c:13]4[cH:14][cH:15][cH:16][c:17]([c:20]34)[CH:18]2[CH2:19]1>>[CH3:1][O:2][C:3](=[O:4])[CH:5]1[CH2:6][N:7]([CH2:28][CH:29]2[CH2:30][CH2:31]2)[CH:8]2[CH2:9][c:10]3[c:11]([CH:21]=[O:36])[nH:12][c:13]4[cH:14][cH:15][cH:16][c:17]([c:20]34)[CH:18]2[CH2:19]1. Reactants: C(CC)(=O)NC=1C=C(C=CC1)NC(C(CC(=O)O)(C)C)=O (N-[3-propionamido(phenyl)]-3,3-dimethyl succinamic acid), C(C)(C)N (isopropylamine). The solvent is O1CCCC1 (tetrahydrofuran), O1CCCC1 (tetrahydrofuran). Product: C(C)(C)N.C(CC)(=O)NC=1C=C(C=CC1)NC(C(CC(=O)O)(C)C)=O (N-[3-Propionamido(phenyl)]-3,3-dimethyl succinamic acid isopropylamine salt). Yield: 183.0%. As a reaction SMILES: [C:1]([NH:5][C:6]1[CH:7]=[C:8]([NH:12][C:13](=[O:21])[C:14]([CH3:20])([CH3:19])[CH2:15][C:16]([OH:18])=[O:17])[CH:9]=[CH:10][CH:11]=1)(=[O:4])[CH2:2][CH3:3].C(N)(C)C>O1CCCC1>[CH:6]([NH2:5])([CH3:7])[CH3:11].[C:1]([NH:5][C:6]1[CH:7]=[C:8]([NH:12][C:13](=[O:21])[C:14]([CH3:20])([CH3:19])[CH2:15][C:16]([OH:18])=[O:17])[CH:9]=[CH:10][CH:11]=1)(=[O:4])[CH2:2][CH3:3] |f:3.4|. Procedure: Two grams N-[3-propionamido(phenyl)]-3,3-dimethyl succinamic acid prepared by the general method above was dissolved in 25 ml tetrahydrofuran. The solution was stirred at room temperature and 0.45 g of isopropylamine dissolved in tetrahydrofuran was added dropwise. The reaction mixture was stirred for about 2.5 hours. Rotary evaporation yielded 2.2 g of the title product. This compound will be referred to as Compound No. 7. The reactants are [Cl-].OC(C[N+](C)(C)C)CO (2,3-dihydroxypropyltrimethylammonium chloride), S(=O)(Cl)Cl (thionyl chloride). Reported procedure: There was suspended 9.20 g of 2,3-dihydroxypropyltrimethylammonium chloride (chemical purity: 100%) in 50 ml of dimethylformamide, and thereto 6.80 g of thionyl chloride was added at a temperature from 5° to 10° C. After stirring for 20 minutes, it was heated at 100° C. for 5 hours. Finally, after cooling the reaction mixture to room temperature, 9.85 g of 3-chloro-2-hydroxypropyltrimethylammonium chloride was obtained by evaporating the reaction mixture to dryness. Yields the product [Cl-].ClCC(C[N+](C)(C)C)O (3-chloro-2-hydroxypropyltrimethylammonium chloride). Isolated yield 96.6%. Reaction conditions: temperature 100 celsius, time 20 minute. As a reaction SMILES: [Cl-:1].[OH:2][CH:3]([CH2:9]O)[CH2:4][N+:5]([CH3:8])([CH3:7])[CH3:6].S(Cl)([Cl:13])=O>CN(C)C=O>[Cl-:13].[Cl:1][CH2:9][CH:3]([OH:2])[CH2:4][N+:5]([CH3:8])([CH3:7])[CH3:6] |f:0.1,4.5|. Solvent: CN(C=O)C (dimethylformamide).